The task is: describe an organic reaction: reactants, conditions, products, and yield. This data is from the Open Reaction Database (ORD), a public repository of structured organic reaction records. The reactants are COC(=O)c1cccc(CC(=O)O)c1, CCN=C=NCCCN(C)C, CCN(C(C)C)C(C)C, NCC1CN(Cc2ccc(Cl)c(Cl)c2)CCO1, ClCCl, Cl, On1nnc2ccccc21. Product: COC(=O)c1cccc(CC(=O)NCC2CN(Cc3ccc(Cl)c(Cl)c3)CCO2)c1. Reaction SMILES: [CH3:1][O:2][C:3](=[O:4])[c:5]1[cH:6][c:7]([CH2:11][C:12](=[O:13])[OH:14])[cH:8][cH:9][cH:10]1.[CH3:43][N:44]([CH3:45])[CH2:46][CH2:47][CH2:48][N:49]=[C:50]=[N:51][CH2:52][CH3:53].[CH:54]([N:55]([CH2:56][CH3:57])[CH:58]([CH3:59])[CH3:60])([CH3:61])[CH3:62].[Cl:15][c:16]1[cH:17][c:18]([CH2:19][N:20]2[CH2:21][CH:22]([CH2:26][NH2:27])[O:23][CH2:24][CH2:25]2)[cH:28][cH:29][c:30]1[Cl:31].[Cl:63][CH2:64][Cl:65].[ClH:42].[OH:32][n:33]1[c:34]2[cH:35][cH:36][cH:37][cH:38][c:39]2[n:40][n:41]1>>[CH3:1][O:2][C:3](=[O:4])[c:5]1[cH:6][c:7]([CH2:11][C:12](=[O:14])[NH:27][CH2:26][CH:22]2[CH2:21][N:20]([CH2:19][c:18]3[cH:17][c:16]([Cl:15])[c:30]([Cl:31])[cH:29][cH:28]3)[CH2:25][CH2:24][O:23]2)[cH:8][cH:9][cH:10]1. The reactants are CCO, N#Cc1ncccc1-n1cnnn1. The product is NCc1ncccc1-n1cnnn1. As a reaction SMILES: [CH3:14][CH2:15][OH:16].[n:1]1(-[c:6]2[c:7]([C:12]#[N:13])[n:8][cH:9][cH:10][cH:11]2)[n:2][n:3][n:4][cH:5]1>>[n:1]1(-[c:6]2[c:7]([CH2:12][NH2:13])[n:8][cH:9][cH:10][cH:11]2)[n:2][n:3][n:4][cH:5]1. Reactants: CC1=C(SC=C1)C1OCCO1 (2-(3-methylthiophen-2-yl)-1,3-dioxolane), CCCCCC.C(CCC)[Li] (butyllithium hexane), [Cl-].[NH4+] (ammonium chloride), CN(C=O)C (N,N-dimethylformamide). Solvent: O1CCCC1 (tetrahydrofuran). Reaction conditions: time 30 minute. The product is O1C(OCC1)C1=C(C=C(S1)C=O)C (5-(1,3-dioxolan-2-yl)-4-methylthiophene-2-carbaldehyde). Isolated yield 88.8%. As a reaction SMILES: [CH3:1][C:2]1[CH:6]=[CH:5][S:4][C:3]=1[CH:7]1[O:11][CH2:10][CH2:9][O:8]1.CCCCCC.C([Li])CCC.CN(C)[CH:25]=[O:26].[Cl-].[NH4+]>O1CCCC1>[O:8]1[CH2:9][CH2:10][O:11][CH:7]1[C:3]1[S:4][C:5]([CH:25]=[O:26])=[CH:6][C:2]=1[CH3:1] |f:1.2,4.5|. Procedure: To a solution of 2-(3-methylthiophen-2-yl)-1,3-dioxolane (3.198 g, 18.79 mmol) in anhydrous tetrahydrofuran (30 ml) was added dropwise 1.55M butyllithium hexane solution (12.1 ml, 18.8 mmol) at −78° C. After stirring for 30 min, anhydrous N,N-dimethylformamide (4.36 ml, 56.3 mmol) was added dropwise. After stirring at −78° C. for 1 hr, the reaction mixture was warmed, saturated aqueous ammonium chloride was added, and the mixture was extracted twice with ethyl acetate. The combined organic layer... Reactants: C(C=C)C1C(CC(C(C(OC(C2CCCCN2C(C(C2(C(CC(C(C(CC(CC(=C1)C)C)OC)O2)OC)C)O)=O)=O)=O)C(=CC2CC(C(CC2)OC(CCCCCCC(=O)O)=O)OC)C)C)O)=O (17-allyl-1,14-dihydroxy-12-{2-[4-(7-carboxy-heptanoyl-oxy)-3-methoxy-cyclohexyl]-1-methyl-vinyl}-23,25-dimethoxy-13,19,21,27-tetramethyl-11,28-dioxa-4-aza-tricyclo[22.3.1.04,9] octacos-18-ene-2,3,10,16-tetraone), ON1N=NC2=C1C=CC=C2 (1-hydroxybenzotriazole), C1=CC=C2C(=C1)C(=O)C(C2=O)(O)O (ninhydrin), Example 2, C(CCl)Cl.Cl (EDC HCl). Solvent: CN(C)C=O (DMF). Conditions: time 6 hour. The product is C[C@@H]1C[C@@H]([C@@H]2[C@H](C[C@H]([C@@](O2)(C(=O)C(=O)N3CCCC[C@H]3C(=O)O[C@@H]([C@@H]([C@H](CC(=O)[C@@H](/C=C(/C1)\C)CC=C)O)C)/C(=C/[C@@H]4CC[C@H]([C@@H](C4)OC)O)/C)O)C)OC)OC (FK506). Reaction SMILES: [CH2:1]([CH:4]1[CH:30]=[C:29]([CH3:31])[CH2:28][CH:27]([CH3:32])[CH2:26][CH:25]([O:33][CH3:34])[CH:24]2[O:35][C:20]([OH:39])([CH:21]([CH3:38])[CH2:22][CH:23]2[O:36][CH3:37])[C:19](=[O:40])[C:18](=[O:41])[N:17]2[CH:12]([CH2:13][CH2:14][CH2:15][CH2:16]2)[C:11](=[O:42])[O:10][CH:9]([C:43]([CH3:65])=[CH:44][CH:45]2[CH2:50][CH2:49][CH:48]([O:51]C(=O)CCCCCCC(O)=O)[CH:47]([O:63][CH3:64])[CH2:46]2)[CH:8]([CH3:66])[CH:7]([OH:67])[CH2:6][C:5]1=[O:68])[CH:2]=[CH2:3].C(Cl)CCl.Cl.ON1C2C=CC=CC=2N=N1.C1C=C2C(C(O)(O)C(=O)C2=CC=1)=O>CN(C=O)C>[CH3:32][C@H:27]1[CH2:28][C:29]([CH3:31])=[CH:30][C@@H:4]([CH2:1][CH:2]=[CH2:3])[C:5](=[O:68])[CH2:6][C@H:7]([OH:67])[C@@H:8]([CH3:66])[C@@H:9](/[C:43](/[CH3:65])=[CH:44]/[C@H:45]2[CH2:46][C@@H:47]([O:63][CH3:64])[C@H:48]([OH:51])[CH2:49][CH2:50]2)[O:10][C:11](=[O:42])[C@H:12]2[N:17]([CH2:16][CH2:15][CH2:14][CH2:13]2)[C:18](=[O:41])[C:19](=[O:40])[C@:20]2([OH:39])[O:35][C@@H:24]([C@@H:23]([O:36][CH3:37])[CH2:22][C@H:21]2[CH3:38])[C@@H:25]([O:33][CH3:34])[CH2:26]1 |f:1.2|. Procedure details: A mixture of the 17-allyl-1,14-dihydroxy-12-{2-[4-(7-carboxy-heptanoyl-oxy)-3-methoxy-cyclohexyl]-1-methyl-vinyl}-23,25-dimethoxy-13,19,21,27-tetramethyl-11,28-dioxa-4-aza-tricyclo[22.3.1.04,9] octacos-18-ene-2,3,10,16-tetraone prepared in Reference Production Example 2 (38.4 mg, 0.04 mmol), TOYO-Pearl resin (TSKgel AF-amino, 100 μl, free amino group (available amino group) 0.01 mmol), EDC/HCl (9.2 mg, 0.048 mol), 1-hydroxybenzotriazole (HOBt; 6.5 mg, 0.048 mmol) and DMF (1 ml) was stirred at ro... Starting materials: ClC=1C=C(CC2CCN(CC2)C[C@@H](C(C)C)NC(=O)NC2=CC(=C(C(=C2)OC)OC)OC)C=CC1Cl (1-{1-(R)-[4-(3,4-dichlorobenzyl)piperidin-1-ylmethyl]-2-methylpropyl}-3-(3,4,5-trimethoxyphenyl)urea), ICC (iodoethane). Product: [I-].ClC=1C=C(CC2CC[N+](CC2)(CC(C(C)C)NC(=O)NC2=CC(=C(C(=C2)OC)OC)OC)CC)C=CC1Cl (4-(3,4-dichlorobenzyl)-1-ethyl-1-{3-methyl-2-[3-(3,4,5-trimethoxyphenyl)ureido]butyl}piperidinium iodide). RXN SMILES: [Cl:1][C:2]1[CH:3]=[C:4]([CH:33]=[CH:34][C:35]=1[Cl:36])[CH2:5][CH:6]1[CH2:11][CH2:10][N:9]([CH2:12][C@H:13]([NH:17][C:18]([NH:20][C:21]2[CH:26]=[C:25]([O:27][CH3:28])[C:24]([O:29][CH3:30])=[C:23]([O:31][CH3:32])[CH:22]=2)=[O:19])[CH:14]([CH3:16])[CH3:15])[CH2:8][CH2:7]1.[I:37][CH2:38][CH3:39]>>[I-:37].[Cl:1][C:2]1[CH:3]=[C:4]([CH:33]=[CH:34][C:35]=1[Cl:36])[CH2:5][CH:6]1[CH2:7][CH2:8][N+:9]([CH2:38][CH3:39])([CH2:12][CH:13]([NH:17][C:18]([NH:20][C:21]2[CH:26]=[C:25]([O:27][CH3:28])[C:24]([O:29][CH3:30])=[C:23]([O:31][CH3:32])[CH:22]=2)=[O:19])[CH:14]([CH3:16])[CH3:15])[CH2:10][CH2:11]1 |f:2.3|. Reported procedure: A solution of 1-{1-(R)-[4-(3,4-dichlorobenzyl)piperidin-1-ylmethyl]-2-methylpropyl}-3-(3,4,5-trimethoxyphenyl)urea (0.19 g, 0.353 mmoles) in iodoethane (4 ml) was stirred overnight at 68° C. degrees under argon. The yellow mixture was concentrated in vacuo and the crude product was flash chromatographed, eluting with 3%-4% methanol/methylene chloride to give 4-(3,4-dichlorobenzyl)-1-ethyl-1-{3-methyl-2-[3-(3,4,5-trimethoxyphenyl)ureido]butyl}piperidinium iodide (0.18 g) as a yellow solid. Reactants: CCOC(=O)C(C)(C)Br, CCO, O=Cc1ccccc1, NC1C2CC3CC(C2)CC1C3, Cl, [Zn]. Product: CC1(C)C(=O)N(C2C3CC4CC(C3)CC2C4)C1c1ccccc1. Reaction SMILES: [Br:20][C:21]([C:22](=[O:23])[O:24][CH2:25][CH3:26])([CH3:27])[CH3:28].[CH3:30][CH2:31][OH:32].[CH:12](=[O:13])[c:14]1[cH:15][cH:16][cH:17][cH:18][cH:19]1.[CH:1]12[CH:2]([NH2:11])[CH:3]3[CH2:4][CH:5]([CH2:6][CH:7]([CH2:8]1)[CH2:9]3)[CH2:10]2.[ClH:29].[Zn:33]>>[CH:1]12[CH:2]([N:11]3[CH:12]([c:14]4[cH:15][cH:16][cH:17][cH:18][cH:19]4)[C:21]([CH3:27])([CH3:28])[C:22]3=[O:23])[CH:3]3[CH2:4][CH:5]([CH2:6][CH:7]([CH2:8]1)[CH2:9]3)[CH2:10]2.